The task is: describe an organic reaction: reactants, conditions, products, and yield. This data is from the Open Reaction Database (ORD), a public repository of structured organic reaction records. Starting materials: O=Cc1cc(Br)ccc1O, COC(=O)C(C)(C)COS(=O)(=O)c1ccc(C)cc1, [K+], [K+], O=C([O-])[O-], CN(C)C=O. Yields the product COC(=O)C(C)(C)COc1ccc(Br)cc1C=O. As a reaction SMILES: [Br:1][c:2]1[cH:3][cH:4][c:5]([OH:10])[c:6]([CH:7]=[O:8])[cH:9]1.[CH3:17][O:18][C:19]([C:20]([CH2:21][O:22][S:23]([c:24]1[cH:25][cH:26][c:27]([CH3:28])[cH:29][cH:30]1)(=[O:31])=[O:32])([CH3:33])[CH3:34])=[O:35].[K+:11].[K+:12].[O-:13][C:14]([O-:15])=[O:16].[O:36]=[CH:37][N:38]([CH3:39])[CH3:40]>>[Br:1][c:2]1[cH:3][cH:4][c:5]([O:10][CH2:21][C:20]([C:19]([O:18][CH3:17])=[O:35])([CH3:33])[CH3:34])[c:6]([CH:7]=[O:8])[cH:9]1. Starting materials: ClC=1C(=NC=C(C(=O)NC=2SC(=C(N2)C=2SC=C(C2)Cl)N2CCN(CC2)C2CCCCC2)C1)Cl (5,6-dichloro-N-[4-(4-chlorothiophen-2-yl)-5-(4-cyclohexylpiperazin-1-yl)thiazol-2-yl]nicotinamide), N1CCC(C(=O)OCC)CC1 (ethyl isonipecotate), C(Cl)(Cl)Cl (chloroform). Solvent: C1CCOC1 (THF). Reaction conditions: time 5 hour. Yields the product C(C)OC(=O)C1CCN(CC1)C1=NC=C(C=C1Cl)C(NC=1SC(=C(N1)C=1SC=C(C1)Cl)N1CCN(CC1)C1CCCCC1)=O (1-(3-chloro-5-{[4-(4-chlorothiophen-2-yl)-5-(4-cyclohexylpiperazin-1-yl)thiazol-2-yl]carbamoyl}-2-pyridyl)piperidine-4-carboxylic acid ethyl ester). Reaction SMILES: [Cl:1][C:2]1[C:3](Cl)=[N:4][CH:5]=[C:6]([CH:33]=1)[C:7]([NH:9][C:10]1[S:11][C:12]([N:21]2[CH2:26][CH2:25][N:24]([CH:27]3[CH2:32][CH2:31][CH2:30][CH2:29][CH2:28]3)[CH2:23][CH2:22]2)=[C:13]([C:15]2[S:16][CH:17]=[C:18]([Cl:20])[CH:19]=2)[N:14]=1)=[O:8].C(Cl)(Cl)Cl.[NH:39]1[CH2:49][CH2:48][CH:42]([C:43]([O:45][CH2:46][CH3:47])=[O:44])[CH2:41][CH2:40]1>C1COCC1>[CH2:46]([O:45][C:43]([CH:42]1[CH2:48][CH2:49][N:39]([C:3]2[C:2]([Cl:1])=[CH:33][C:6]([C:7](=[O:8])[NH:9][C:10]3[S:11][C:12]([N:21]4[CH2:26][CH2:25][N:24]([CH:27]5[CH2:32][CH2:31][CH2:30][CH2:29][CH2:28]5)[CH2:23][CH2:22]4)=[C:13]([C:15]4[S:16][CH:17]=[C:18]([Cl:20])[CH:19]=4)[N:14]=3)=[CH:5][N:4]=2)[CH2:40][CH2:41]1)=[O:44])[CH3:47]. Procedure: To a solution of 750 mg of the compound of Example 5 in 10 ml of THF, 2.1 ml of ethyl isonipecotate was added at room temperature, the temperature was elevated to 50° C., and the mixture was stirred for 5 hours. To the reaction solution, chloroform was added, and the organic layer was washed with saturated aqueous NaHCO3 and brine and dried over sodium sulfate. After the evaporation of the solvent under reduced pressure, the obtained residue was purified by silica gel column chromatography (chlo... Conditions: time 15 minute. RXN SMILES: O.[OH-].[Li+].[N:4]1([CH2:8][C:9]2[N:14]=[C:13]([C:15]([F:18])([F:17])[F:16])[N:12]=[C:11]([C:19]([O:21]CC)=[O:20])[CH:10]=2)[CH2:7][CH2:6][CH2:5]1.[ClH:24].C(#N)C>O1CCCC1.O>[ClH:24].[ClH:24].[N:4]1([CH2:8][C:9]2[N:14]=[C:13]([C:15]([F:18])([F:17])[F:16])[N:12]=[C:11]([C:19]([OH:21])=[O:20])[CH:10]=2)[CH2:7][CH2:6][CH2:5]1 |f:0.1.2,8.9.10|. Yields the product Cl.Cl.N1(CCC1)CC1=CC(=NC(=N1)C(F)(F)F)C(=O)O (6-(Azetidin-1-ylmethyl)-2-(trifluoromethyl)pyrimidine-4-carboxylic acid dihydrochloride). The solvent is O1CCCC1 (tetrahydrofuran), O (water), O (water). The reactants are O.[OH-].[Li+] (Lithium hydroxide, monohydrate), N1(CCC1)CC1=CC(=NC(=N1)C(F)(F)F)C(=O)OCC (Ethyl 6-(azetidin-1-ylmethyl)-2-(trifluoromethyl)pyrimidine-4-carboxylate), Cl (hydrogen chloride), C(C)#N (acetonitrile). Procedure: Lithium hydroxide, monohydrate (108 mg, 2.57 mmol) was added to a mixture of ethyl 6-(azetidin-1-ylmethyl)-2-(trifluoromethyl)pyrimidine-4-carboxylate (0.34 g, 1.2 mmol, from Step A) in tetrahydrofuran (6.0 mL) and water (1.5 mL). After 15 minutes, the THF was removed in vacuo and the mixture was treated with 1.0M hydrogen chloride in water (5.3 mL, 5.3 mmol), and acetonitrile (7.0 mL). The mixture was then filtered and concentrated to afford the product as a yellow solid. LCMS (M+H)+: 262.1. The reactants are CC1C(NCCS1)=O (2-methyl-3-thiamorpholinone), OO (H2O2). The solvent is C(=O)O (formic acid), C(C)(=O)OC(C)=O (acetic anhydride). Run at temperature 0 celsius. The product is CC1C(NCCS1=O)=O (2-methyl-1-oxo-3-thiamorpholinone). Reaction SMILES: [CH3:1][CH:2]1[S:7][CH2:6][CH2:5][NH:4][C:3]1=[O:8].[OH:9]O>C(O)=O.C(OC(=O)C)(=O)C>[CH3:1][CH:2]1[S:7](=[O:9])[CH2:6][CH2:5][NH:4][C:3]1=[O:8]. Reported procedure: To a solution of 9 g of 2-methyl-3-thiamorpholinone in a mixture of 50 cm3 of formic acid and 10 cm3 of acetic anhydride, cooled to 0° C., 7 cm3 of H2O2 at 110 vol. are slowly added. After an 18 hour reaction period, the solution is concentrated under reduced pressure. The resulting product is dissolved in chloroform and the chloroform solution is deposited on a silica gel column. The reactants are COC(C)(C)C, [Li]CCCC, CCCCCC, CCO, CC(C)NC(C)C, O=C(O)CC(O)(CC(=O)O)C(=O)O, CCOC(=O)CCc1ccccc1-n1ccnc1. Yields the product O=C1CCc2ccccc2-n2ccnc21. As a reaction SMILES: [C:50]([O:51][CH3:52])([CH3:53])([CH3:54])[CH3:55].[CH2:8]([Li:9])[CH2:10][CH2:11][CH3:12].[CH3:44][CH2:45][CH2:46][CH2:47][CH2:48][CH3:49].[CH3:56][CH2:57][OH:58].[CH:1]([NH:2][CH:3]([CH3:4])[CH3:5])([CH3:6])[CH3:7].[OH:31][C:32]([CH2:33][C:34]([C:35](=[O:36])[OH:37])([CH2:38][C:39](=[O:40])[OH:41])[OH:42])=[O:43].[n:13]1(-[c:18]2[c:19]([CH2:24][CH2:25][C:26]([O:28][CH2:27][CH3:29])=[O:30])[cH:20][cH:21][cH:22][cH:23]2)[cH:14][n:15][cH:16][cH:17]1>>[n:13]12[c:14]([n:15][cH:16][cH:17]1)[C:26](=[O:28])[CH2:25][CH2:24][c:19]1[c:18]-2[cH:23][cH:22][cH:21][cH:20]1. Reactants: C1(C=2C(C(N1OC1C(=O)OCC1)=O)=CC=CC2)=O (α-Phthalimidooxy-γ-butyrolactone), Cl (hydrochloric acid). Product: Cl.NOC1C(=O)OCC1 (α-Aminooxy-γ-butyrolactone hydrochloride). As a reaction SMILES: C1(=O)[N:5]([O:6][CH:7]2[CH2:12][CH2:11][O:10][C:8]2=[O:9])C(=O)C2=CC=CC=C12.[ClH:19]>>[ClH:19].[NH2:5][O:6][CH:7]1[CH2:12][CH2:11][O:10][C:8]1=[O:9] |f:2.3|. Procedure details: α-Phthalimidooxy-γ-butyrolactone (1.0 g, 4 mmol) was added to hydrochloric acid (1 M, 10 mL) at reflux. After 5 min. at reflux for 5 min and the reaction was cooled down on an ice bath and filtered. The filtrate was evaporated to dryness. Toluene was added and residual water removed azeotropic distillation. 0.75 g of the desired material was obtained.